Dataset: the Open Reaction Database (ORD), a public repository of structured organic reaction records. Task: describe an organic reaction: reactants, conditions, products, and yield Starting materials: CSCC=1C=CC=C2C=CNC12 (7-[(Methylsulfanyl)methyl]-1H-indole), C1(CC1)C(O)C1=CC2=C(OC(O2)(F)F)C=C1 (Cyclopropyl(2,2-difluoro-1,3-benzodioxol-5-yl)methanol), ClC1=CC=C(C=C1)C(C1=CNC2=C(C=CC=C12)CSC)C1CC1 (3-[(4-Chlorophenyl)(cyclopropyl)methyl]-7-[(methylsulfanyl)methyl]-1H-indole). Reaction conditions: time 45 minute. Yields the product C1(CC1)C(C1=CNC2=C(C=CC=C12)CSC)C1=CC2=C(OC(O2)(F)F)C=C1 (3-[Cyclopropyl(2,2-difluoro-1,3-benzodioxol-5-yl)methyl]-7-[(methylsulfanyl)methyl]-1H-indole). RXN SMILES: [CH3:1][S:2][CH2:3][C:4]1[CH:5]=[CH:6][CH:7]=[C:8]2[C:12]=1[NH:11][CH:10]=[CH:9]2.[CH:13]1([CH:16]([C:18]2[CH:28]=[CH:27][C:21]3[O:22][C:23]([F:26])([F:25])[O:24][C:20]=3[CH:19]=2)O)[CH2:15][CH2:14]1.ClC1C=CC(C(C2CC2)C2C3C(=C(CSC)C=CC=3)NC=2)=CC=1>>[CH:13]1([CH:16]([C:18]2[CH:28]=[CH:27][C:21]3[O:22][C:23]([F:25])([F:26])[O:24][C:20]=3[CH:19]=2)[C:9]2[C:8]3[C:12](=[C:4]([CH2:3][S:2][CH3:1])[CH:5]=[CH:6][CH:7]=3)[NH:11][CH:10]=2)[CH2:14][CH2:15]1. Procedure: The title compound was prepared starting from 500 mg (2.82 mmol) of the compound from Example 8A and 644 mg (2.82 mmol) of the compound from Example 157A in analogy to the synthesis of the compound from Example 227. A difference was that stirring at RT was for 45 min. 661 mg (60% of theory) of the target compound were obtained. Reactants: C(C=C)OC=1C=C(C=O)C=CC1O (3-allyloxy-4-hydroxy-benzaldehyde), C(CC(=O)O)(=O)O (malonic acid), N1CCCCC1 (piperidine). Run in N1=CC=CC=C1 (pyridine). Yields the product C(C=C)C=1C=C(C=CC(=O)O)C=CC1O (3-Allyl-4hydroxy-cinnamic acid). RXN SMILES: C(O[C:5]1[CH:6]=[C:7]([CH:10]=[CH:11][C:12]=1[OH:13])[CH:8]=O)C=C.[C:14]([OH:20])(=[O:19])[CH2:15]C(O)=O.N1CC[CH2:24][CH2:23][CH2:22]1>N1C=CC=CC=1>[CH2:24]([C:5]1[CH:6]=[C:7]([CH:10]=[CH:11][C:12]=1[OH:13])[CH:8]=[CH:15][C:14]([OH:20])=[O:19])[CH:23]=[CH2:22]. Reported procedure: 48.5 g (0.27 mol) of 3-allyloxy-4-hydroxy-benzaldehyde, 104 g (1 mol) of malonic acid, 140 ml of pyridine and 4 ml of piperidine are heated to 100° C. for 2 hours, whilst stirring. The volatile constituents are distilled off under reduced pressure at 80° C. and the residue is stirred with 800 ml of water. The crystals obtained are filtered off and recrystallised from methylene chloride. 3-Allyl-4hydroxy-cinnamic acid of melting point 132°-133° C. is obtained. Reactants: COc1cccc(OC)c1C(O)Cn1ccnc1, O=C(O)C(F)(F)F, COC(=O)c1ccc(S)cc1. The product is COC(=O)c1ccc(SC(Cn2ccnc2)c2c(OC)cccc2OC)cc1. As a reaction SMILES: [OH:12][CH:13]([CH2:14][n:15]1[cH:16][n:17][cH:18][cH:19]1)[c:20]1[c:21]([O:28][CH3:29])[cH:22][cH:23][cH:24][c:25]1[O:26][CH3:27].[OH:30][C:31]([C:32]([F:33])([F:34])[F:35])=[O:36].[SH:1][c:2]1[cH:3][cH:4][c:5]([C:6](=[O:7])[O:8][CH3:9])[cH:10][cH:11]1>>[S:1]([c:2]1[cH:3][cH:4][c:5]([C:6](=[O:7])[O:8][CH3:9])[cH:10][cH:11]1)[CH:13]([CH2:14][n:15]1[cH:16][n:17][cH:18][cH:19]1)[c:20]1[c:21]([O:28][CH3:29])[cH:22][cH:23][cH:24][c:25]1[O:26][CH3:27]. The reactants are C(C1=CC=CC=C1)OC1=C(C=CC=2N(C(=NC21)C)COC)Br (4-Benzyloxy-bromo-1-methoxymethyl-2-methyl-1H-benzimidazole), C(=O)=O (CO2), C1(=CC=CC=C1)P(C1=CC=CC=C1)C1=CC=CC=C1 (triphenylphosphine), CNC (dimethylamine). The reagents and catalysts are C(C)(=O)[O-].[Pd+2].C(C)(=O)[O-] (palladium(II) acetate). Run in O1CCCC1 (tetrahydrofuran). Product: CN(C(=O)C1=CC2=C(N=C(N2COC)C)C(=C1)OCC1=CC=CC=C1)C (7-Benzyloxy-3-methoxymethyl-2-methyl-3H-benzimidazole-5-carboxylic Acid Dimethylamide). The yield is 50.0%. Reaction SMILES: [CH2:1]([O:8][C:9]1[C:17]2[N:16]=[C:15]([CH3:18])[N:14]([CH2:19][O:20][CH3:21])[C:13]=2[CH:12]=[CH:11][C:10]=1Br)[C:2]1[CH:7]=[CH:6][CH:5]=[CH:4][CH:3]=1.C1(P(C2C=CC=CC=2)C2C=CC=CC=2)C=CC=CC=1.[CH3:42][NH:43][CH3:44].[C:45](=[O:47])=O>O1CCCC1.C([O-])(=O)C.[Pd+2].C([O-])(=O)C>[CH3:42][N:43]([CH3:44])[C:45]([C:11]1[CH:10]=[C:9]([O:8][CH2:1][C:2]2[CH:7]=[CH:6][CH:5]=[CH:4][CH:3]=2)[C:17]2[N:16]=[C:15]([CH3:18])[N:14]([CH2:19][O:20][CH3:21])[C:13]=2[CH:12]=1)=[O:47] |f:5.6.7|. Reported procedure: 10.6 g (29.3 mmol) 4-Benzyloxy-bromo-1-methoxymethyl-2-methyl-1H-benzimidazole, 4.6 g (17.6 mmol) triphenylphosphine, 1.0 g (4.3 mmol) palladium(II) acetate, 148 ml (293 mmol) dimethylamine (2 M in THF) in 50 ml tetrahydrofuran were transferred to an autoclave and carbonylated (6 bar CO2) at 120° C. for 16 h. The catalyst was filtered off and the filtrate was concentrated in vacuo. The purification of the residue by column chromatography on silica gel (dichloromethane/methanol=20:1) afforded 4.9... The reactants are BrBr (Bromine), C(C)OC(=O)C=1NC(C(=CC1C(=O)OCC)C(C)=O)=O (diethyl-5-acetyl-1,6-dihydro-6-oxo-2,3-pyridinedicarboxylate), ice, BrBr (bromine). Run in Br (HBr), Br (HBr). The product is BrCC(=O)C1=CC(=C(NC1=O)C(=O)OCC)C(=O)OCC (diethyl 5-(bromoacetyl)-1,6-dihydro-6-oxo-2,3-pyridinedicarboxylate). Reaction SMILES: [Br:1]Br.[CH2:3]([O:5][C:6]([C:8]1[NH:9][C:10](=[O:22])[C:11]([C:19](=[O:21])[CH3:20])=[CH:12][C:13]=1[C:14]([O:16][CH2:17][CH3:18])=[O:15])=[O:7])[CH3:4]>Br>[Br:1][CH2:20][C:19]([C:11]1[C:10](=[O:22])[NH:9][C:8]([C:6]([O:5][CH2:3][CH3:4])=[O:7])=[C:13]([C:14]([O:16][CH2:17][CH3:18])=[O:15])[CH:12]=1)=[O:21]. Procedure details: Bromine (8.0 g, 0.050 mol) in 48% HBr is added dropwise to a stirred solution of diethyl-5-acetyl-1,6-dihydro-6-oxo-2,3-pyridinedicarboxylate (14.05 g, 0.05 mol) in 48% HBr (200 mL). Upon completion of this bromine addition the reaction mixture is poured onto ice (200 g) and the mixture is stirred until the ice has melted. Th crude product is collected by filtration and crystallized twice from an ethyl acetate-hexane mixture (1/2) affording diethyl 5-(bromoacetyl)-1,6-dihydro-6-oxo-2,3-pyridined...